Dataset: the Open Reaction Database (ORD), a public repository of structured organic reaction records. Task: describe an organic reaction: reactants, conditions, products, and yield Starting materials: CC1(OCCO1)C=1N=C(SC1)CN1N=CC(=N1)N (2-[4-(2-methyl-[1,3]dioxolan-2-yl)-thiazol-2-ylmethyl]-2H-[1,2,3]triazol-4-ylamine), FC(OC=1C=C(C=CC1)C1=C(N=CO1)C(=O)O)(F)F (5-(3-trifluoromethoxy-phenyl)-oxazole-4-carboxylic acid). The product is C(C)(=O)C=1N=C(SC1)CN1N=CC(=N1)NC(=O)C=1N=COC1C1=CC(=CC=C1)OC(F)(F)F (5-(3-Trifluoromethoxy-phenyl)-oxazole-4-carboxylic acid [2-(4-acetyl-thiazol-2-ylmethyl)-2H-[1,2,3]triazol-4-yl]-amide). RXN SMILES: [CH3:1][C:2]1([C:7]2[N:8]=[C:9]([CH2:12][N:13]3[N:17]=[C:16]([NH2:18])[CH:15]=[N:14]3)[S:10][CH:11]=2)[O:6]CCO1.[F:19][C:20]([F:37])([F:36])[O:21][C:22]1[CH:23]=[C:24]([C:28]2[O:32][CH:31]=[N:30][C:29]=2[C:33](O)=[O:34])[CH:25]=[CH:26][CH:27]=1>>[C:2]([C:7]1[N:8]=[C:9]([CH2:12][N:13]2[N:17]=[C:16]([NH:18][C:33]([C:29]3[N:30]=[CH:31][O:32][C:28]=3[C:24]3[CH:25]=[CH:26][CH:27]=[C:22]([O:21][C:20]([F:36])([F:19])[F:37])[CH:23]=3)=[O:34])[CH:15]=[N:14]2)[S:10][CH:11]=1)(=[O:6])[CH3:1]. Reported procedure: Following general procedure A followed by B, starting from 2-[4-(2-methyl-[1,3]dioxolan-2-yl)-thiazol-2-ylmethyl]-2H-[1,2,3]triazol-4-ylamine and 5-(3-trifluoromethoxy-phenyl)-oxazole-4-carboxylic acid.